This data is from the Open Reaction Database (ORD), a public repository of structured organic reaction records. The task is: describe an organic reaction: reactants, conditions, products, and yield Starting materials: FC=1C=C(C=CC1F)C(CC(=O)OCC)=O (ethyl 3-(3,4-difluorophenyl)-3-oxopropionate), [H-].[Na+] (sodium hydride), FC(C1=CC=C(CBr)C=C1)(F)F (4-trifluoromethylbenzyl bromide), O (water). The solvent is COCCOC (1,2-dimethoxyethane), COCCOC (1,2-dimethoxyethane). Reaction conditions: time 30 minute. The product is FC=1C=C(C=CC1F)C(C(C(=O)OCC)CC1=CC=C(C=C1)C(F)(F)F)=O (ethyl 3-(3,4-difluorophenyl)-3-oxo-2-((4-(trifluoromethyl)phenyl)methyl)propionate). Yield: 71.6%. As a reaction SMILES: [F:1][C:2]1[CH:3]=[C:4]([C:9](=[O:16])[CH2:10][C:11]([O:13][CH2:14][CH3:15])=[O:12])[CH:5]=[CH:6][C:7]=1[F:8].[H-].[Na+].[F:19][C:20]([F:30])([F:29])[C:21]1[CH:28]=[CH:27][C:24]([CH2:25]Br)=[CH:23][CH:22]=1.O>COCCOC>[F:1][C:2]1[CH:3]=[C:4]([C:9](=[O:16])[CH:10]([CH2:25][C:24]2[CH:23]=[CH:22][C:21]([C:20]([F:19])([F:29])[F:30])=[CH:28][CH:27]=2)[C:11]([O:13][CH2:14][CH3:15])=[O:12])[CH:5]=[CH:6][C:7]=1[F:8] |f:1.2|. Reported procedure: To a solution of ethyl 3-(3,4-difluorophenyl)-3-oxopropionate (9 g, 39.4 mmol) in 1,2-dimethoxyethane (50 ml) was added sodium hydride (60% in oil, 1.58 g, 39.4 mmol) under ice-cooling and the mixture was stirred at room temperature for 30 min. To the reaction solution was dropwise added a solution of 4-trifluoromethylbenzyl bromide (9.43 g, 39.4 mmol) in 1,2-dimethoxyethane (50 ml) and the reaction solution was stirred at room temperature for 3 hrs. The reaction solution was poured into water (... Reactants: C=1C=CC2=C(C1)N=NN2O (HOBt), N([C@@H](CSCC1=CC=CC=C1)C(=O)O)C(=O)OC(C)(C)C (Boc-Cys(Bzl)-OH), N[C@H](C1=CC=CC=C1)C(=O)OCC.Cl (D-Phg-OEt hydrochloride), CN1CCOCC1 (N-methylmorpholine), CCN=C=NCCCN(C)C (WSC). Run in CN(C)C=O (DMF), O (water). Reaction conditions: temperature 0 celsius, time 20 minute. Yields the product N([C@@H](CSCC1=CC=CC=C1)C(=O)N[C@H](C1=CC=CC=C1)C(=O)OCC)C(=O)OC(C)(C)C (Boc-Cys(Bzl)-D-Phg-OEt). Reaction SMILES: C1C=CC2N(O)N=NC=2C=1.[NH:11]([C:25]([O:27][C:28]([CH3:31])([CH3:30])[CH3:29])=[O:26])[C@H:12]([C:22]([OH:24])=O)[CH2:13][S:14][CH2:15][C:16]1[CH:21]=[CH:20][CH:19]=[CH:18][CH:17]=1.[NH2:32][C@@H:33]([C:40]([O:42][CH2:43][CH3:44])=[O:41])[C:34]1[CH:39]=[CH:38][CH:37]=[CH:36][CH:35]=1.Cl.CN1CCOCC1.CCN=C=NCCCN(C)C>O.CN(C=O)C>[NH:11]([C:25]([O:27][C:28]([CH3:31])([CH3:30])[CH3:29])=[O:26])[C@H:12]([C:22]([NH:32][C@@H:33]([C:40]([O:42][CH2:43][CH3:44])=[O:41])[C:34]1[CH:39]=[CH:38][CH:37]=[CH:36][CH:35]=1)=[O:24])[CH2:13][S:14][CH2:15][C:16]1[CH:17]=[CH:18][CH:19]=[CH:20][CH:21]=1 |f:2.3|. Procedure details: HOBt (1.90 g) was added to a DMF solution (50 ml) of Boc-Cys(Bzl)-OH (4.34 g) and D-Phg-OEt hydrochloride (3.00 g), to which were added N-methylmorpholine (1.65 ml) and WSC (4.00 g) at 0° C. The reaction mixture was stirred at 0° C. for 20 minutes and was further stirred at room temperature for 80 minutes, to which water was added, and extracted with AcOEt. The organic phase was washed with saturated saline, dried with magnesium sulfate anhydride, and then filtered and concentrated. The residue ... The reactants are C(C(=C)C)(=O)OC (methyl methacrylate), C(C=C)(=O)OCC(C)C (isobutyl acrylate), C(CCC)OCNC(C=C)=O (N-n-butoxymethylacrylamide), C(C(=C)C)(=O)OCCO (hydroxyethyl methacrylate), C(C=C)(=O)O (acrylic acid). The product is CCCCC(CC)COC(=O)C=C.CCCCOC(=O)C=C (Acrylic Copolymer Resin). Reaction SMILES: [C:1]([O:6][CH3:7])(=[O:5])[C:2](C)=[CH2:3].[C:8](OC[CH:14]([CH3:16])[CH3:15])(=O)[CH:9]=C.[CH2:17](OCNC(=O)C=C)[CH2:18][CH2:19][CH3:20].[C:28]([O:33][CH2:34][CH2:35]O)(=[O:32])[C:29]([CH3:31])=C.C(O)(=O)C=C>>[CH3:17][CH2:18][CH2:19][CH2:20][CH:16]([CH2:7][O:6][C:1]([CH:2]=[CH2:3])=[O:5])[CH2:14][CH3:15].[CH3:8][CH2:9][CH2:35][CH2:34][O:33][C:28]([CH:29]=[CH2:31])=[O:32] |f:5.6|. Procedure details: Except that 30 parts of methyl methacrylate, 198 parts of isobutyl acrylate, 30 parts of N-n-butoxymethylacrylamide, 15 parts of hydroxyethyl methacrylate and 27 parts of acrylic acid were used as the acrylic monomers, synthesis was carried out under conditions similar to those in Synthesis Example 1 to obtain a colorless, transparent resin solution having a solid content of 61%.